This data is from the Open Reaction Database (ORD), a public repository of structured organic reaction records. The task is: describe an organic reaction: reactants, conditions, products, and yield Reactants: O=C1NC2=C(OC1)C=CC(=C2)C(C(=O)OCC)C (Ethyl 2-(3,4-dihydro-3-oxo-2H-benzo[b][1,4]oxazin-6-yl)propanoate), [OH-].[Na+] (sodium hydroxide), C(C)(=O)O (acetic acid), O (water). Solvent: CCO (EtOH). Run at temperature 50 celsius, time 12 hour. Yields the product O=C1NC2=C(OC1)C=CC(=C2)C(C(=O)O)C (2-(3,4-Dihydro-3-oxo-2H-benzo[b][1,4]oxazin-6-yl)propanoic acid). RXN SMILES: [O:1]=[C:2]1[CH2:7][O:6][C:5]2[CH:8]=[CH:9][C:10]([CH:12]([CH3:18])[C:13]([O:15]CC)=[O:14])=[CH:11][C:4]=2[NH:3]1.[OH-].[Na+].O.C(O)(=O)C>CCO>[O:1]=[C:2]1[CH2:7][O:6][C:5]2[CH:8]=[CH:9][C:10]([CH:12]([CH3:18])[C:13]([OH:15])=[O:14])=[CH:11][C:4]=2[NH:3]1 |f:1.2|. Procedure: Ethyl 2-(3,4-dihydro-3-oxo-2H-benzo[b][1,4]oxazin-6-yl)propanoate (63 mg, 0.253 mmol) in 90% aq. EtOH (4.5 mL) was added sodium hydroxide (50 mg, 1.25 mmol) at room temperature. The reaction mixture was stirred for 12 hours at 50° C. and cooled to room temperature. The mixture was added water (20 mL) and acidified with acetic acid. The mixture was extracted with methylene chloride. The organic layer was dried with MgSO4 and filtered. The filtrate was concentrated in vacuo. Starting materials: C1(CC1)COC1=C(C=C(C=C1)C=1OC2=C(N1)C=CC(=C2)OC[C@H](C)NC(OC(C)(C)C)=O)F (tert-butyl ((2S)-1-((2-(4-(cyclopropylmethoxy)-3-fluorophenyl)-1,3-benzoxazol-6-yl)oxy)propan-2-yl)carbamate), CN=C=O (methyl isocyanate). Product: C1(CC1)COC1=C(C=C(C=C1)C=1OC2=C(N1)C=CC(=C2)OC[C@H](C)NC(=O)NC)F (1-((2S)-1-((2-(4-(cyclopropylmethoxy)-3-fluorophenyl)-1,3-benzoxazol-6-yl)oxy)propan-2-yl)-3-methylurea). As a reaction SMILES: [CH:1]1([CH2:4][O:5][C:6]2[CH:11]=[CH:10][C:9]([C:12]3[O:13][C:14]4[CH:20]=[C:19]([O:21][CH2:22][C@@H:23]([NH:25][C:26](=[O:32])OC(C)(C)C)[CH3:24])[CH:18]=[CH:17][C:15]=4[N:16]=3)=[CH:8][C:7]=2[F:33])[CH2:3][CH2:2]1.[CH3:34][N:35]=C=O>>[CH:1]1([CH2:4][O:5][C:6]2[CH:11]=[CH:10][C:9]([C:12]3[O:13][C:14]4[CH:20]=[C:19]([O:21][CH2:22][C@@H:23]([NH:25][C:26]([NH:35][CH3:34])=[O:32])[CH3:24])[CH:18]=[CH:17][C:15]=4[N:16]=3)=[CH:8][C:7]=2[F:33])[CH2:3][CH2:2]1. Procedure details: Using tert-butyl ((2S)-1-((2-(4-(cyclopropylmethoxy)-3-fluorophenyl)-1,3-benzoxazol-6-yl)oxy)propan-2-yl)carbamate and methyl isocyanate, and in the same manner as in Example 10, the title compound was obtained. Reactants: [Br-], C1CCOC1, N#Cc1cccc(-c2ccncc2C=O)c1, [Mg+]c1ccc(Cl)c(Cl)c1. Product: N#Cc1cccc(-c2ccncc2C(O)c2ccc(Cl)c(Cl)c2)c1. RXN SMILES: [Br-:17].[CH2:27]1[O:28][CH2:29][CH2:30][CH2:31]1.[CH:1](=[O:2])[c:3]1[cH:4][n:5][cH:6][cH:7][c:8]1-[c:9]1[cH:10][c:11]([C:12]#[N:13])[cH:14][cH:15][cH:16]1.[Cl:18][c:19]1[cH:20][c:21]([Mg+:26])[cH:22][cH:23][c:24]1[Cl:25]>>[CH:1]([OH:2])([c:3]1[cH:4][n:5][cH:6][cH:7][c:8]1-[c:9]1[cH:10][c:11]([C:12]#[N:13])[cH:14][cH:15][cH:16]1)[c:21]1[cH:20][c:19]([Cl:18])[c:24]([Cl:25])[cH:23][cH:22]1.